Dataset: the Open Reaction Database (ORD), a public repository of structured organic reaction records. Task: describe an organic reaction: reactants, conditions, products, and yield Reactants: BrCC=CC1CO1 (1-bromo-4,5-epoxy-2-pentene), P(=O)([O-])(O)O.[Na+] (monosodium phosphate), C(C)(=O)CC(=O)OCC (ethyl acetylacetate), [H-].[Na+] (sodium hydride), oil, C(CCC)[Li] (butyllithium). The solvent is O1CCCC1 (tetrahydrofuran), O1CCCC1 (tetrahydrofuran), O1CCCC1 (tetrahydrofuran), CCCCCC (hexane). Conditions: temperature 0 celsius, time 30 minute. Yields the product O1C(/C=C/CCC(CC(=O)OCC)=O)C1 (ethyl (6E) 8,9-epoxy-3-oxo-6-nonenoate). Yield: 51.7%. Reaction SMILES: [C:1]([CH2:4][C:5]([O:7][CH2:8][CH3:9])=[O:6])(=[O:3])[CH3:2].[H-].[Na+].C([Li])CCC.Br[CH2:18][CH:19]=[CH:20][CH:21]1[O:23][CH2:22]1.P(O)(O)([O-])=O.[Na+]>O1CCCC1.CCCCCC>[O:23]1[CH2:22][CH:21]1/[CH:20]=[CH:19]/[CH2:18][CH2:2][C:1](=[O:3])[CH2:4][C:5]([O:7][CH2:8][CH3:9])=[O:6] |f:1.2,5.6|. Reported procedure: A solution of 1.742 g of ethyl acetylacetate in 5 ml of tetrahydrofuran was slowly added to a mixture of 672mg of sodium hydride in a 50% oil mixture in 10 ml of tetrahydrofuran cooled to 0° C and the mixture was held at 0° C for 30 minutes. 8.7 ml of 1.6N butyllithium in hexane was added dropwise at 0° C to the reaction mixture and after standing at 0° C for 30 minutes, the mixture was cooled to -60° C. A solution of 2.3 g of the product of Step B in 5 ml of anhydrous tetrahydrofuran was added ...